This data is from the Open Reaction Database (ORD), a public repository of structured organic reaction records. The task is: describe an organic reaction: reactants, conditions, products, and yield Starting materials: CCC1(COCCCCCCc2ccc(Br)cc2)COC1, [Li]CCCC, C1CCOC1, CC(C)OB1OC(C)(C)C(C)(C)O1. Yields the product CCC1(COCCCCCCc2ccc(B3OC(C)(C)C(C)(C)O3)cc2)COC1. RXN SMILES: [Br:1][c:2]1[cH:3][cH:4][c:5]([CH2:8][CH2:9][CH2:10][CH2:11][CH2:12][CH2:13][O:14][CH2:15][C:16]2([CH2:20][CH3:21])[CH2:17][O:18][CH2:19]2)[cH:6][cH:7]1.[CH2:22]([Li:23])[CH2:24][CH2:25][CH3:26].[CH2:40]1[O:41][CH2:42][CH2:43][CH2:44]1.[CH:27]([O:28][B:31]1[O:32][C:33]([CH3:38])([CH3:39])[C:34]([CH3:36])([CH3:37])[O:35]1)([CH3:29])[CH3:30]>>[c:2]1([B:31]2[O:32][C:33]([CH3:38])([CH3:39])[C:34]([CH3:36])([CH3:37])[O:35]2)[cH:3][cH:4][c:5]([CH2:8][CH2:9][CH2:10][CH2:11][CH2:12][CH2:13][O:14][CH2:15][C:16]2([CH2:20][CH3:21])[CH2:17][O:18][CH2:19]2)[cH:6][cH:7]1. Reactants: CO, CSC1=NCC(c2ccccc2Cl)N1CCO, I, N. Yields the product NC1=NCC(c2ccccc2Cl)N1CCO, I. Reaction SMILES: [CH3:20][OH:21].[Cl:2][c:3]1[c:4]([CH:9]2[CH2:10][N:11]=[C:12]([S:17][CH3:18])[N:13]2[CH2:14][CH2:15][OH:16])[cH:5][cH:6][cH:7][cH:8]1.[IH:1].[NH3:19]>>[Cl:2][c:3]1[c:4]([CH:9]2[CH2:10][N:11]=[C:12]([NH2:19])[N:13]2[CH2:14][CH2:15][OH:16])[cH:5][cH:6][cH:7][cH:8]1.[IH:1]. The reactants are ONC(C1=CN=C(C=C1)N1CCN(CC1)C(C)C)=N (N-hydroxy-6-(4-isopropylpiperazin-1-yl)nicotinamidine), C(#N)C1=CC=C(C(=O)Cl)C=C1 (4-cyanobenzoylchloride). The product is Cl.C(C)(C)N1CCN(CC1)C1=CC=C(C=N1)C1=NOC(=N1)C1=CC=C(C#N)C=C1 (4-{3-[6-(4-Isopropylpiperazin-1-yl)pyridin-3-yl][1,2,4]oxadiazol-5-yl}benzonitrile, hydrochloride). Reaction SMILES: [OH:1][NH:2][C:3](=[NH:19])[C:4]1[CH:9]=[CH:8][C:7]([N:10]2[CH2:15][CH2:14][N:13]([CH:16]([CH3:18])[CH3:17])[CH2:12][CH2:11]2)=[N:6][CH:5]=1.[C:20]([C:22]1[CH:30]=[CH:29][C:25]([C:26]([Cl:28])=O)=[CH:24][CH:23]=1)#[N:21]>>[ClH:28].[CH:16]([N:13]1[CH2:12][CH2:11][N:10]([C:7]2[N:6]=[CH:5][C:4]([C:3]3[N:19]=[C:26]([C:25]4[CH:29]=[CH:30][C:22]([C:20]#[N:21])=[CH:23][CH:24]=4)[O:1][N:2]=3)=[CH:9][CH:8]=2)[CH2:15][CH2:14]1)([CH3:17])[CH3:18] |f:2.3|. Reported procedure: The title compound was prepared by a similar procedure to that described in Example 41, starting from N-hydroxy-6-(4-isopropylpiperazin-1-yl)nicotinamidine and 4-cyanobenzoylchloride.